From a dataset of the Open Reaction Database (ORD), a public repository of structured organic reaction records. describe an organic reaction: reactants, conditions, products, and yield The reactants are C1(=CC=CC=C1)CCCC=C (5-Phenylpent-1-ene), ClC1=CC(=CC=C1)C(=O)OO (m-chloroperbenzoic acid). Solvent: ClCCl (dichloromethane). Product: C1(=CC=CC=C1)CCCC1OC1 (2-(3-phenylpropyl)oxirane). Reaction SMILES: [C:1]1([CH2:7][CH2:8][CH2:9][CH:10]=[CH2:11])[CH:6]=[CH:5][CH:4]=[CH:3][CH:2]=1.ClC1C=CC=C(C(OO)=[O:20])C=1>ClCCl>[C:1]1([CH2:7][CH2:8][CH2:9][CH:10]2[CH2:11][O:20]2)[CH:6]=[CH:5][CH:4]=[CH:3][CH:2]=1. Reported procedure: 5-Phenylpent-1-ene (14.2 g, 0.0973 mol) and m-chloroperbenzoic acid (16.79 g, 0.0973 mol) in dichloromethane (300 ml) was stirred at room temperature for 4 hours. The solution was washed with saturated aqueous sodium hydrogen carbonate solution and dried (MgSO4). The solvent was evaporated off under reduced pressure to give an oil which was distilled to give 2-(3-phenylpropyl)oxirane (b.p. 85° C., 0.4 mm.Hg). Reactants: ClCC(=O)N1C2=C(NC(C3=C1C=CC=C3)=O)C=CC=N2 (11-(chloroacetyl)-5,11-dihydro-6H-pyrido[2,3-b][1,4]benzodiazepin-6-one), N1(CCCC1)C[C@H]1NCCC1 ((S)-(+)-2-[(1-pyrrolidinyl)methyl]pyrrolidine), C(C)(=O)OCC (ethyl acetate). Solvent: C(C)O (ethanol). The product is N1(CCCC1)C[C@H]1N(CCC1)CC(=O)N1C2=C(NC(C3=C1C=CC=C3)=O)C=CC=N2 ((S)-5,11-Dihydro-11-[[2-[(1-pyrrolidinyl)methyl]-1-pyrrolidinyl]acetyl]-6H-pyrido[2,3-b][1,4]benzodiazepin-6-one). As a reaction SMILES: Cl[CH2:2][C:3]([N:5]1[C:11]2[CH:12]=[CH:13][CH:14]=[CH:15][C:10]=2[C:9](=[O:16])[NH:8][C:7]2[CH:17]=[CH:18][CH:19]=[N:20][C:6]1=2)=[O:4].[N:21]1([CH2:26][C@@H:27]2[CH2:31][CH2:30][CH2:29][NH:28]2)[CH2:25][CH2:24][CH2:23][CH2:22]1.C(OCC)(=O)C>C(O)C>[N:21]1([CH2:26][C@@H:27]2[CH2:31][CH2:30][CH2:29][N:28]2[CH2:2][C:3]([N:5]2[C:11]3[CH:12]=[CH:13][CH:14]=[CH:15][C:10]=3[C:9](=[O:16])[NH:8][C:7]3[CH:17]=[CH:18][CH:19]=[N:20][C:6]2=3)=[O:4])[CH2:25][CH2:24][CH2:23][CH2:22]1. Reported procedure: The title compound is prepared analogously to Example 31 from 11-(chloroacetyl)-5,11-dihydro-6H-pyrido[2,3-b][1,4]benzodiazepin-6-one and (S)-(+)-2-[(1-pyrrolidinyl)methyl]pyrrolidine to give colorless crystals, mp. 192°-193° C. (ethyl acetate). [α]D20 =-18.1° (ethanol). Starting materials: O=C(Cl)c1ccccc1Br, COc1cccc(C2(O)CCCNC2)c1. Yields the product COc1cccc(C2(O)CCCN(C(=O)c3ccccc3Br)C2)c1. As a reaction SMILES: [Br:1][c:2]1[c:3]([C:4](=[O:5])[Cl:6])[cH:7][cH:8][cH:9][cH:10]1.[CH3:11][O:12][c:13]1[cH:14][c:15]([C:19]2([OH:25])[CH2:20][NH:21][CH2:22][CH2:23][CH2:24]2)[cH:16][cH:17][cH:18]1>>[Br:1][c:2]1[c:3]([C:4](=[O:5])[N:21]2[CH2:20][C:19]([c:15]3[cH:14][c:13]([O:12][CH3:11])[cH:18][cH:17][cH:16]3)([OH:25])[CH2:24][CH2:23][CH2:22]2)[cH:7][cH:8][cH:9][cH:10]1. Procedure details: Dissolve 13.3 g (0.0736 mole) of 4-(4-chlorophenyl)-3- butyn-1-ol in 70 ml pyridine and cool to 0° C. Add 16 g (0.0837 mole) of p-toluenesulfonyl chloride and stir in ice bath for one hour. Store in freezer over night. Add 200 ml diethyl ether and then wash with 3×150 ml 1N hydrochloric acid. The organic layer is then washed with 50 ml saturated aqueous sodium bicarbonate solution and then dried over magnesium sulfate. Evaporate solvent to obtain the title compound. The reactants are C1(=CC=C(C=C1)S(=O)(=O)Cl)C (p-toluenesulfonyl chloride), ClC1=CC=C(C=C1)C#CCCO (4-(4-chlorophenyl)-3- butyn-1-ol), C(C)OCC (diethyl ether). Solvent: N1=CC=CC=C1 (pyridine). As a reaction SMILES: [Cl:1][C:2]1[CH:7]=[CH:6][C:5]([C:8]#[C:9][CH2:10][CH2:11][OH:12])=[CH:4][CH:3]=1.[C:13]1([CH3:23])[CH:18]=[CH:17][C:16]([S:19](Cl)(=[O:21])=[O:20])=[CH:15][CH:14]=1.C([O:26]CC)C>N1C=CC=CC=1>[Cl:1][C:2]1[CH:3]=[CH:4][C:5]([C:8]#[C:9][CH2:10][CH2:11][OH:12])=[CH:6][CH:7]=1.[CH3:23][C:13]1[CH:18]=[CH:17][C:16]([S:19]([O-:26])(=[O:21])=[O:20])=[CH:15][CH:14]=1 |f:4.5|. Conditions: temperature 0 celsius, time 1 hour. The product is ClC1=CC=C(C=C1)C#CCCO.CC1=CC=C(C=C1)S(=O)(=O)[O-] (4-(4-Chlorophenyl)-3-butyn-1-ol 4-methylbenzenesulfonate).